Dataset: the Open Reaction Database (ORD), a public repository of structured organic reaction records. Task: describe an organic reaction: reactants, conditions, products, and yield The reactants are N#Cc1nc(Cl)c(Cl)nc1C#N, [Na+], C1CCOC1, [OH-], O, Oc1ccccc1. Yields the product N#Cc1nc(Cl)c(Oc2ccccc2)nc1C#N. As a reaction SMILES: [C:1](#[N:2])[c:3]1[n:4][c:5]([Cl:12])[c:6]([Cl:11])[n:7][c:8]1[C:9]#[N:10].[Na+:21].[O:22]1[CH2:23][CH2:24][CH2:25][CH2:26]1.[OH-:20].[OH2:27].[OH:13][c:14]1[cH:15][cH:16][cH:17][cH:18][cH:19]1>>[C:1](#[N:2])[c:3]1[n:4][c:5]([Cl:12])[c:6]([O:13][c:14]2[cH:15][cH:16][cH:17][cH:18][cH:19]2)[n:7][c:8]1[C:9]#[N:10]. Starting materials: aqueous solution, C=O (formaldehyde), C(O)([O-])=O.[Na+] (sodium hydrogencarbonate), C1(CC1)N1C=C(C(C2=CC(=C(C(=C12)OC)CC(=O)OC(C1=CC=CC=C1)C1=CC=CC=C1)F)=O)C(=O)OCC (ethyl 1-cyclopropyl-7-diphenylmethoxycar-bonylmethyl-6-fluoro-8-methoxy-1,4-dihydro-4-oxo-3-quino-linecarboxylate), C(C)(=O)OCC (ethyl acetate). Run in O (water), CS(=O)C (dimethylsulfoxide). Run at temperature 50 celsius, time 1.5 hour. The product is C1(CC1)N1C=C(C(C2=CC(=C(C(=C12)OC)C(=C)C(=O)OC(C1=CC=CC=C1)C1=CC=CC=C1)F)=O)C(=O)OCC (ethyl 1-cyclopropyl-7-(1-diphenylmethoxycarbonylvinyl)-6-fluoro-8-methoxy-1,4-dihydro-4-oxo-3-quinolinecarboxylate). The yield is 1462.5%. RXN SMILES: [CH:1]1([N:4]2[C:13]3[C:8](=[CH:9][C:10]([F:33])=[C:11]([CH2:16][C:17]([O:19][CH:20]([C:27]4[CH:32]=[CH:31][CH:30]=[CH:29][CH:28]=4)[C:21]4[CH:26]=[CH:25][CH:24]=[CH:23][CH:22]=4)=[O:18])[C:12]=3[O:14][CH3:15])[C:7](=[O:34])[C:6]([C:35]([O:37][CH2:38][CH3:39])=[O:36])=[CH:5]2)[CH2:3][CH2:2]1.C=O.[C:42](=O)([O-])O.[Na+].C(OCC)(=O)C>CS(C)=O.O>[CH:1]1([N:4]2[C:13]3[C:8](=[CH:9][C:10]([F:33])=[C:11]([C:16]([C:17]([O:19][CH:20]([C:21]4[CH:26]=[CH:25][CH:24]=[CH:23][CH:22]=4)[C:27]4[CH:32]=[CH:31][CH:30]=[CH:29][CH:28]=4)=[O:18])=[CH2:42])[C:12]=3[O:14][CH3:15])[C:7](=[O:34])[C:6]([C:35]([O:37][CH2:38][CH3:39])=[O:36])=[CH:5]2)[CH2:2][CH2:3]1 |f:2.3|. Procedure: 2.64 g of ethyl 1-cyclopropyl-7-diphenylmethoxycar-bonylmethyl-6-fluoro-8-methoxy-1,4-dihydro-4-oxo-3-quino-linecarboxylate was suspended in 20 ml of dimethylsulfoxide. Then 0.85 g of a 35% aqueous solution of formaldehyde and 21 mg of sodium hydrogencarbonate were added thereto and the mixture was stirred at 50° C. for 1.5 hours. To the reaction mixture, 100 ml of ethyl acetate and 50 ml of water were added and then the organic layer was collected. The organic layer thus collected was successiv... Reactants: O=C(CN1CCCC(Cc2ccccc2)C1)c1ccc2[nH]c(=O)oc2c1, O=C(Cl)CCl, O=c1[nH]c2ccccc2o1. The product is O=C(CCl)c1ccc2[nH]c(=O)oc2c1. As a reaction SMILES: [CH2:1]([CH:2]1[CH2:3][CH2:4][CH2:5][N:6]([CH2:14][C:15](=[O:16])[c:17]2[cH:18][c:19]3[c:20]([nH:21][c:22](=[O:24])[o:23]3)[cH:25][cH:26]2)[CH2:7]1)[c:8]1[cH:9][cH:10][cH:11][cH:12][cH:13]1.[Cl:37][CH2:38][C:39]([Cl:40])=[O:41].[o:27]1[c:28]2[cH:29][cH:30][cH:31][cH:32][c:33]2[nH:34][c:35]1=[O:36]>>[CH2:14]([C:15](=[O:16])[c:17]1[cH:18][c:19]2[c:20]([nH:21][c:22](=[O:24])[o:23]2)[cH:25][cH:26]1)[Cl:37]. Reactants: C(C)(C)(C)OC(NCC1=NN(C(C2=CC=CC=C12)=O)N)=O (tert-butyl(3-amino-4-oxo-3,4-dihydrophthalazin-1-yl)methylcarbamate), FC(C1=CC=C(C=C1)CC(=O)O)(F)F (2-[4-(trifluoromethyl)phenyl]acetic acid). Product: C(C)(C)(C)OC(NCC1=NN(C(C2=CC=CC=C12)=O)NC(CC1=CC=C(C=C1)C(F)(F)F)=O)=O (tert-butyl{[4-oxo-3-({[4-(trifluoromethyl)phenyl]acetyl}amino)-3,4-dihydrophthalazin-1-yl]methyl}carbamate). Reaction SMILES: [C:1]([O:5][C:6](=[O:21])[NH:7][CH2:8][C:9]1[C:18]2[C:13](=[CH:14][CH:15]=[CH:16][CH:17]=2)[C:12](=[O:19])[N:11]([NH2:20])[N:10]=1)([CH3:4])([CH3:3])[CH3:2].[F:22][C:23]([F:35])([F:34])[C:24]1[CH:29]=[CH:28][C:27]([CH2:30][C:31](O)=[O:32])=[CH:26][CH:25]=1>>[C:1]([O:5][C:6](=[O:21])[NH:7][CH2:8][C:9]1[C:18]2[C:13](=[CH:14][CH:15]=[CH:16][CH:17]=2)[C:12](=[O:19])[N:11]([NH:20][C:31](=[O:32])[CH2:30][C:27]2[CH:26]=[CH:25][C:24]([C:23]([F:34])([F:22])[F:35])=[CH:29][CH:28]=2)[N:10]=1)([CH3:4])([CH3:2])[CH3:3]. Procedure: The product of Example 41B and 2-[4-(trifluoromethyl)phenyl]acetic acid were treated using a method similar to that described in Example 56 to give the title compound. 1H NMR (300 MHz, DMSO-d6) δ 11.67 (s, 1H), 8.32 (dd, J=7.8, 1.4, 1H), 8.11 (d, J=8.0, 1H), 8.04-7.95 (m, 1H), 7.95-7.86 (m, 1H), 7.76-7.69 (m, 2H), 7.63-7.57 (m, 2H), 7.44-7.37 (m, 1H), 4.48-4.41 (m, 2H), 3.79 (bs, 2H), 1.37 (s, 9H); MS (ESI−) M/Z 475 (M−H)−. Starting materials: Nc1ncc(Br)c(Cl)c1[N+](=O)[O-], CC(C)CN1CCNCC1, CCN(C(C)C)C(C)C, CC(C)O. Yields the product CC(C)CN1CCN(c2c(Br)cnc(N)c2[N+](=O)[O-])CC1. Reaction SMILES: [Br:1][c:2]1[c:3]([Cl:12])[c:4]([N+:9](=[O:10])[O-:11])[c:5]([NH2:8])[n:6][cH:7]1.[CH2:13]([CH:14]([CH3:15])[CH3:16])[N:17]1[CH2:18][CH2:19][NH:20][CH2:21][CH2:22]1.[CH:23]([N:24]([CH:25]([CH3:26])[CH3:27])[CH2:28][CH3:29])([CH3:30])[CH3:31].[CH:32]([OH:33])([CH3:34])[CH3:35]>>[Br:1][c:2]1[c:3]([N:20]2[CH2:19][CH2:18][N:17]([CH2:13][CH:14]([CH3:15])[CH3:16])[CH2:22][CH2:21]2)[c:4]([N+:9](=[O:10])[O-:11])[c:5]([NH2:8])[n:6][cH:7]1. Starting materials: ClC1=NC(=CC2=CC=CC=C12)NC1=NNC=C1 ((1-chloro-isoquinolin-3-yl)-(1H-pyrazol-3-yl)-amine), C(C)(=O)C=1C=C(C=CC1)B(O)O (3-acetyl-phenylboronic acid). The product is N1N=C(C=C1)NC=1N=C(C2=CC=CC=C2C1)C=1C=C(C=CC1)C(C)=O (1-{3-[3-(1H-Pyrazol-3-ylamino)-isoquinolin-1-yl]-phenyl}-ethanone). RXN SMILES: Cl[C:2]1[C:11]2[C:6](=[CH:7][CH:8]=[CH:9][CH:10]=2)[CH:5]=[C:4]([NH:12][C:13]2[CH:17]=[CH:16][NH:15][N:14]=2)[N:3]=1.[C:18]([C:21]1[CH:22]=[C:23](B(O)O)[CH:24]=[CH:25][CH:26]=1)(=[O:20])[CH3:19]>>[NH:15]1[CH:16]=[CH:17][C:13]([NH:12][C:4]2[N:3]=[C:2]([C:25]3[CH:26]=[C:21]([C:18](=[O:20])[CH3:19])[CH:22]=[CH:23][CH:24]=3)[C:11]3[C:6]([CH:5]=2)=[CH:7][CH:8]=[CH:9][CH:10]=3)=[N:14]1. Reported procedure: Similar procedure as described in example 131 was used, starting from (1-chloro-isoquinolin-3-yl)-(1H-pyrazol-3-yl)-amine and 3-acetyl-phenylboronic acid to give 1-{3-[3-(1H-Pyrazol-3-ylamino)-isoquinolin-1-yl]-phenyl}-ethanone. LC-MS m/e 329(MH+). Starting materials: C[Si](C)(C)CCOCn1cnc(-c2ccc(Cl)cc2)c1-c1ccc(Cl)cc1, O=C(Cl)OCc1ccccc1. Yields the product C[Si](C)(C)CCOCn1c(C(=O)OCc2ccccc2)nc(-c2ccc(Cl)cc2)c1-c1ccc(Cl)cc1. As a reaction SMILES: [Cl:12][c:13]1[cH:14][cH:15][c:16](-[c:19]2[n:20][cH:21][n:22]([CH2:31][O:32][CH2:33][CH2:34][Si:35]([CH3:36])([CH3:37])[CH3:38])[c:23]2-[c:24]2[cH:25][cH:26][c:27]([Cl:30])[cH:28][cH:29]2)[cH:17][cH:18]1.[Cl:1][C:2](=[O:3])[O:4][CH2:5][c:6]1[cH:7][cH:8][cH:9][cH:10][cH:11]1>>[C:2](=[O:3])([O:4][CH2:5][c:6]1[cH:7][cH:8][cH:9][cH:10][cH:11]1)[c:21]1[n:20][c:19](-[c:16]2[cH:15][cH:14][c:13]([Cl:12])[cH:18][cH:17]2)[c:23](-[c:24]2[cH:25][cH:26][c:27]([Cl:30])[cH:28][cH:29]2)[n:22]1[CH2:31][O:32][CH2:33][CH2:34][Si:35]([CH3:36])([CH3:37])[CH3:38]. The reactants are C1CCOC1, COC(=O)c1cccc(CN(Cc2ccccc2)C(=O)Nc2ccc(C#N)cc2)c1, CO, [Na+], [OH-]. Product: N#Cc1ccc(NC(=O)N(Cc2ccccc2)Cc2cccc(C(=O)O)c2)cc1. As a reaction SMILES: [CH2:33]1[O:34][CH2:35][CH2:36][CH2:37]1.[CH3:1][O:2][C:3]([c:4]1[cH:5][c:6]([CH2:10][N:11]([C:12](=[O:13])[NH:14][c:15]2[cH:16][cH:17][c:18]([C:21]#[N:22])[cH:19][cH:20]2)[CH2:23][c:24]2[cH:25][cH:26][cH:27][cH:28][cH:29]2)[cH:7][cH:8][cH:9]1)=[O:30].[CH3:38][OH:39].[Na+:32].[OH-:31]>>[O:2]=[C:3]([c:4]1[cH:5][c:6]([CH2:10][N:11]([C:12](=[O:13])[NH:14][c:15]2[cH:16][cH:17][c:18]([C:21]#[N:22])[cH:19][cH:20]2)[CH2:23][c:24]2[cH:25][cH:26][cH:27][cH:28][cH:29]2)[cH:7][cH:8][cH:9]1)[OH:30]. Starting materials: CCOC(C)=O, CS(=O)(=O)c1sccc1S(=O)(=O)Cl, N. The product is CS(=O)(=O)c1sccc1S(N)(=O)=O. RXN SMILES: [CH3:15][CH2:16][O:17][C:18](=[O:19])[CH3:20].[CH3:1][S:2](=[O:3])(=[O:4])[c:5]1[s:6][cH:7][cH:8][c:9]1[S:10](=[O:11])(=[O:12])[Cl:13].[NH3:14]>>[CH3:1][S:2](=[O:3])(=[O:4])[c:5]1[s:6][cH:7][cH:8][c:9]1[S:10](=[O:11])(=[O:12])[NH2:14]. The reactants are C(C)(=O)O (acetic acid), C(C)N1C2=C(CCCC1=O)N=C(N=C2)N2CCN(CC2)CC2=CC=CC=C2 (5-Ethyl-2-(4-benzylpiperazino)-6-oxo-6,7,8,9-tetrahydro(5H)pyrimido[5,4-b]azepine), [H][H] (hydrogen). The reagents and catalysts are [Pd] (Pd-C). Solvent: C(C)O (ethanol). Run at time 4 hour. Product: C(C)N1C2=C(CCCC1=O)N=C(N=C2)N2CCNCC2 (5-Ethyl-2-piperazino-6-oxo-6,7,8,9-tetrahydro(5H)pyrimido[5,4-b]azepine). Yield: 100.0%. As a reaction SMILES: C(O)(=O)C.[CH2:5]([N:7]1[C:13](=[O:14])[CH2:12][CH2:11][CH2:10][C:9]2[N:15]=[C:16]([N:19]3[CH2:24][CH2:23][N:22](CC4C=CC=CC=4)[CH2:21][CH2:20]3)[N:17]=[CH:18][C:8]1=2)[CH3:6].[H][H]>[Pd].C(O)C>[CH2:5]([N:7]1[C:13](=[O:14])[CH2:12][CH2:11][CH2:10][C:9]2[N:15]=[C:16]([N:19]3[CH2:20][CH2:21][NH:22][CH2:23][CH2:24]3)[N:17]=[CH:18][C:8]1=2)[CH3:6]. Procedure details: To a mixed solvent of 30 ml of acetic acid and 10 ml of ethanol, 0.6 g (2.18 mmol, Referential Example 52) of 5-ethyl-2-(4-benzylpiperazino)-6-oxo-6,7,8,9-tetrahydro(5H)pyrimido[5,4-b]azepine and 0.06 g of 10% Pd-C were added. While causing hydrogen gas to flow through the reaction mixture, the reaction was allowed to proceed at 100° C. for 4 hours. Thereafter, the Pd/C was filtered off and the filtrate was dried to obtain 0.5 g of a light yellowish oily substance (yield: about 100%).